This data is from the Open Reaction Database (ORD), a public repository of structured organic reaction records. The task is: describe an organic reaction: reactants, conditions, products, and yield The reactants are C(C1=CC=CC=C1)=C1C[C@H](N(C1)C(=O)OC(C)(C)C)C(=O)O ((2S,4EZ)-4-benzylidene-1-(tert-butoxycarbonyl)-2-pyrrolidinecarboxylic acid), C(C)(=O)Cl (acetyl chloride), NC1CN(C1)C(=O)OC(C)(C)C (tert-butyl 3-amino-1-azetidinecarboxylate). The product is C(C)(=O)N1[C@@H](CC(C1)=CC1=CC=CC=C1)C(=O)NC1CN(C1)C(=O)OC(C)(C)C (tert-butyl 3-({[(2S,4EZ)-1-acetyl-4-benzylidenepyrrolidinyl]carbonyl}-amino)-1-azetidinecarboxylate). As a reaction SMILES: [CH:1](=[C:8]1[CH2:12][N:11]([C:13]([O:15]C(C)(C)C)=O)[C@H:10]([C:20]([OH:22])=O)[CH2:9]1)[C:2]1[CH:7]=[CH:6][CH:5]=[CH:4][CH:3]=1.[C:23](Cl)(=O)C.[NH2:27][CH:28]1[CH2:31][N:30]([C:32]([O:34][C:35]([CH3:38])([CH3:37])[CH3:36])=[O:33])[CH2:29]1>>[C:13]([N:11]1[CH2:12][C:8](=[CH:1][C:2]2[CH:3]=[CH:4][CH:5]=[CH:6][CH:7]=2)[CH2:9][C@H:10]1[C:20]([NH:27][CH:28]1[CH2:29][N:30]([C:32]([O:34][C:35]([CH3:38])([CH3:37])[CH3:36])=[O:33])[CH2:31]1)=[O:22])(=[O:15])[CH3:23]. Procedure: Following the general method as outlined in Example 22, starting from (2S,4EZ)-4-benzylidene-1-(tert-butoxycarbonyl)-2-pyrrolidinecarboxylic acid, acetyl chloride, and tert-butyl 3-amino-1-azetidinecarboxylate the title compound was obtained in 81% purity by LC/MS. MS(ESI+): m/z=400.2.